From a dataset of the Open Reaction Database (ORD), a public repository of structured organic reaction records. describe an organic reaction: reactants, conditions, products, and yield Starting materials: COC1=C(C=C(C(=O)OC2=C(C=C(C=C2NC(C2=CC(=C(C=C2)OC)C(F)(F)F)=O)OC)Br)C=C1)C(F)(F)F (2-bromo-4-methoxy-6-{[4-methoxy-3-(trifluoromethyl)benzoyl]amino}phenyl 4-methoxy-3-(trifluoromethyl)benzoate), O.C=1(C(=CC=CC1)S(=O)(=O)O)C (toluenesulfonic acid monohydrate). Product: BrC1=CC(=CC=2N=C(OC21)C2=CC(=C(C=C2)OC)C(F)(F)F)OC (7-Bromo-5-methoxy-2-(4-methoxy-3-(trifluoromethyl)phenyl]-1,3-benzoxazole). Reaction SMILES: [CH3:1][O:2][C:3]1[CH:35]=[CH:34][C:6]([C:7]([O:9][C:10]2[C:15]([NH:16]C(=O)C3C=CC(OC)=C(C(F)(F)F)C=3)=[CH:14][C:13]([O:31][CH3:32])=[CH:12][C:11]=2[Br:33])=O)=[CH:5][C:4]=1[C:36]([F:39])([F:38])[F:37].O.C1(C)C(S(O)(=O)=O)=CC=CC=1>>[Br:33][C:11]1[C:10]2[O:9][C:7]([C:6]3[CH:34]=[CH:35][C:3]([O:2][CH3:1])=[C:4]([C:36]([F:37])([F:39])[F:38])[CH:5]=3)=[N:16][C:15]=2[CH:14]=[C:13]([O:31][CH3:32])[CH:12]=1 |f:1.2|. Procedure: The title compound was prepared in substantially the same manner as described in Example 20, Step d (Route a), from 2-bromo-4-methoxy-6-{[4-methoxy-3-(trifluoromethyl)benzoyl]amino}phenyl 4-methoxy-3-(trifluoromethyl)benzoate and p toluenesulfonic acid monohydrate. The product was obtained as an off-white solid, m.p. 183-185° C.; MS m/e 402 (M+H)4. The reactants are ClC=1N=C(C2=C(N1)C=CO2)Cl (2,4-dichlorofuro[3,2-d]pyrimidine), NC1=CC2=C(OC(C(N2)=O)(C)C)C=C1 (6-amino-2,2-dimethyl-2H-benzo[b][1,4]oxazin-3(4H)-one), Cl (HCl), [Si](C)(C)(C(C)(C)C)OCCC1(CCN(CC1)C=1C2=C(N=C(N1)NC1=CC3=C(OC(C(N3)=O)(C)C)C=C1)C=CO2)CNC(OC(C)(C)C)=O (tert-Butyl (4-(2-(tert-butyldimethylsilyloxy)ethyl)-1-(2-(2,2-dimethyl-3-oxo-3,4-dihydro-2H-benzo[b][1,4]oxazin-6-ylamino)furo[3,2-d]pyrimidin-4-yl)piperidin-4-yl)methylcarbamate), C(C1=CC=CC=C1)N1CCC(CC1)C#N (1-benzylpiperidine-4-carbonitrile), C(C)(C)(C)[Si](C)(C)OCCI (tert-butyl(2-iodoethoxy)dimethylsilane), ICCO (2-iodoethanol), CC(C)(C)[Si](C)(C)Cl (TBDMSCl), CC(C)(C)OC(=O)OC(=O)OC(C)(C)C (Boc2O). Run in O1CCOCC1 (1,4-dioxane). Conditions: time 4 hour. The product is NCC1(CCN(CC1)C=1C2=C(N=C(N1)NC1=CC3=C(OC(C(N3)=O)(C)C)C=C1)C=CO2)CCO (6-(4-(4-(aminomethyl)-4-(2-hydroxyethyl)piperidin-1-yl)furo[3,2-d]pyrimidin-2-ylamino)-2,2-dimethyl-2H-benzo[b][1,4]oxazin-3 (4H)-one). Isolated yield 43.0%. As a reaction SMILES: [Si]([O:8][CH2:9][CH2:10][C:11]1([CH2:40][NH:41]C(=O)OC(C)(C)C)[CH2:16][CH2:15][N:14]([C:17]2[C:18]3[O:39][CH:38]=[CH:37][C:19]=3[N:20]=[C:21]([NH:23][C:24]3[CH:36]=[CH:35][C:27]4[O:28][C:29]([CH3:34])([CH3:33])[C:30](=[O:32])[NH:31][C:26]=4[CH:25]=3)[N:22]=2)[CH2:13][CH2:12]1)(C(C)(C)C)(C)C.ICCO.CC([Si](Cl)(C)C)(C)C.C(N1CCC(C#N)CC1)C1C=CC=CC=1.C([Si](OCCI)(C)C)(C)(C)C.CC(OC(OC(OC(C)(C)C)=O)=O)(C)C.ClC1N=C(Cl)C2OC=CC=2N=1.NC1C=CC2OC(C)(C)C(=O)NC=2C=1.Cl>O1CCOCC1>[NH2:41][CH2:40][C:11]1([CH2:10][CH2:9][OH:8])[CH2:16][CH2:15][N:14]([C:17]2[C:18]3[O:39][CH:38]=[CH:37][C:19]=3[N:20]=[C:21]([NH:23][C:24]3[CH:36]=[CH:35][C:27]4[O:28][C:29]([CH3:34])([CH3:33])[C:30](=[O:32])[NH:31][C:26]=4[CH:25]=3)[N:22]=2)[CH2:13][CH2:12]1. Procedure details: tert-Butyl (4-(2-(tert-butyldimethylsilyloxy)ethyl)-1-(2-(2,2-dimethyl-3-oxo-3,4-dihydro-2H-benzo[b][1,4]oxazin-6-ylamino)furo[3,2-d]pyrimidin-4-yl)piperidin-4-yl)methylcarbamate (0.40 g, 0.587 mmol, prepared using AH from 2-iodoethanol with TBDMSCl, AF with 1-benzylpiperidine-4-carbonitrile [Ryan] with tert-butyl(2-iodoethoxy)dimethylsilane, AE, O with Boc2O, G, A with 2,4-dichlorofuro[3,2-d]pyrimidine [ArkPharm] and B with 6-amino-2,2-dimethyl-2H-benzo[b][1,4]oxazin-3(4H)-one [Arkpharm]) and a... The reactants are CO, ClCCl, CN1CCN(C(=O)c2ccc(-c3cnc4c(c3)C(O)CCN4)cc2)CC1, Oc1cccnc1. Product: CN1CCN(C(=O)c2ccc(-c3cnc4c(c3)C(Oc3cccnc3)CCN4)cc2)CC1. RXN SMILES: [CH3:34][OH:35].[Cl:36][CH2:37][Cl:38].[OH:1][CH:2]1[c:3]2[cH:4][c:5](-[c:12]3[cH:13][cH:14][c:15]([C:18](=[O:19])[N:20]4[CH2:21][CH2:22][N:23]([CH3:26])[CH2:24][CH2:25]4)[cH:16][cH:17]3)[cH:6][n:7][c:8]2[NH:9][CH2:10][CH2:11]1.[OH:27][c:28]1[cH:29][n:30][cH:31][cH:32][cH:33]1>>[O:1]([CH:2]1[c:3]2[cH:4][c:5](-[c:12]3[cH:13][cH:14][c:15]([C:18](=[O:19])[N:20]4[CH2:21][CH2:22][N:23]([CH3:26])[CH2:24][CH2:25]4)[cH:16][cH:17]3)[cH:6][n:7][c:8]2[NH:9][CH2:10][CH2:11]1)[c:28]1[cH:29][n:30][cH:31][cH:32][cH:33]1. Reactants: encapsulated-silicone, [OH-].[NH4+] (ammonium hydroxide), O (water), ClC=1C=CC=C2C=C(N(C(C12)=O)C1=CC=CC=C1)[C@H](C)NC1=NC=NC(=C1)Cl ((S)-8-chloro-3-(1-(6-chloropyrimidin-4-ylamino)ethyl)-2-phenylisoquinolin-1(2H)-one), [OH-].[NH4+] (ammonium hydroxide), [OH-].[NH4+] (ammonium hydroxide). The solvent is [Cl-].[Na+].O (brine), O1CCOCC1 (1,4-dioxane). Run at temperature 120 celsius, time 16 hour. The product is NC1=CC(=NC=N1)N[C@@H](C)C=1N(C(C2=C(C=CC=C2C1)Cl)=O)C1=CC=CC=C1 ((S)-3-(1-(6-aminopyrimidin-4-ylamino)ethyl)-8-chloro-2-phenylisoquinolin-1(2H)-one). As a reaction SMILES: [Cl:1][C:2]1[CH:3]=[CH:4][CH:5]=[C:6]2[C:11]=1[C:10](=[O:12])[N:9]([C:13]1[CH:18]=[CH:17][CH:16]=[CH:15][CH:14]=1)[C:8]([C@@H:19]([NH:21][C:22]1[CH:27]=[C:26](Cl)[N:25]=[CH:24][N:23]=1)[CH3:20])=[CH:7]2.O.[OH-].[NH4+:31]>O1CCOCC1.[Cl-].[Na+].O>[NH2:31][C:26]1[N:25]=[CH:24][N:23]=[C:22]([NH:21][C@H:19]([C:8]2[N:9]([C:13]3[CH:18]=[CH:17][CH:16]=[CH:15][CH:14]=3)[C:10](=[O:12])[C:11]3[C:6]([CH:7]=2)=[CH:5][CH:4]=[CH:3][C:2]=3[Cl:1])[CH3:20])[CH:27]=1 |f:2.3,5.6.7|. Procedure: A heavy-wall glass tube with stir bar and FEP-encapsulated-silicone O-ring seal was charged with 77 (ca. 300 mg, 0.73 mmol) in 1,4-dioxane (12 mL) and concentrated ammonium hydroxide solution (10 mL), then sealed tightly and heated at 120° C. After 16 h, more ammonium hydroxide (6 mL) was added and heating continued at 150° C. during 6 h, then 160° C. during 24 h. A third portion of ammonium hydroxide (8 mL) was added and heating continued at 150° C. during 3 days. The reaction mixture was poure... Starting materials: O=C1CCC(=O)N1Br, C=Cc1cn(CCC(COC(=O)c2ccccc2)COC(=O)c2ccccc2)c(=O)[nH]c1=O, COCCOC, [N-]=[N+]=[N-], [Na+], O. Product: [N-]=[N+]=NC(CBr)c1cn(CCC(COC(=O)c2ccccc2)COC(=O)c2ccccc2)c(=O)[nH]c1=O. As a reaction SMILES: [Br:39][N:40]1[C:41](=[O:42])[CH2:43][CH2:44][C:45]1=[O:46].[C:1]([c:2]1[cH:3][cH:4][cH:5][cH:6][cH:7]1)(=[O:8])[O:9][CH2:10][CH:11]([CH2:12][CH2:13][n:14]1[c:15](=[O:16])[nH:17][c:18](=[O:19])[c:20]([CH:22]=[CH2:23])[cH:21]1)[CH2:24][O:25][C:26]([c:27]1[cH:28][cH:29][cH:30][cH:31][cH:32]1)=[O:33].[CH3:47][O:48][CH2:49][CH2:50][O:51][CH3:52].[N-:35]=[N+:36]=[N-:37].[Na+:34].[OH2:38]>>[C:1]([c:2]1[cH:3][cH:4][cH:5][cH:6][cH:7]1)(=[O:8])[O:9][CH2:10][CH:11]([CH2:12][CH2:13][n:14]1[c:15](=[O:16])[nH:17][c:18](=[O:19])[c:20]([CH:22]([CH2:23][Br:39])[N:35]=[N+:36]=[N-:37])[cH:21]1)[CH2:24][O:25][C:26]([c:27]1[cH:28][cH:29][cH:30][cH:31][cH:32]1)=[O:33]. The reactants are CC(C)n1ncnc1-c1cn2c(n1)-c1cnc(O)cc1OCC2, CCOC(=O)C(C)(C)O. The product is CCOC(=O)C(C)(C)Oc1cc2c(cn1)-c1nc(-c3ncnn3C(C)C)cn1CCO2. As a reaction SMILES: [CH:1]([CH3:2])([CH3:3])[n:4]1[n:5][cH:6][n:7][c:8]1-[c:9]1[cH:10][n:11]2[c:17]([n:18]1)-[c:16]1[c:15]([cH:22][c:21]([OH:23])[n:20][cH:19]1)[O:14][CH2:13][CH2:12]2.[OH:24][C:25]([C:26](=[O:27])[O:28][CH2:29][CH3:30])([CH3:31])[CH3:32]>>[CH:1]([CH3:2])([CH3:3])[n:4]1[n:5][cH:6][n:7][c:8]1-[c:9]1[cH:10][n:11]2[c:17]([n:18]1)-[c:16]1[c:15]([cH:22][c:21]([O:23][C:25]([C:26](=[O:27])[O:28][CH2:29][CH3:30])([CH3:31])[CH3:32])[n:20][cH:19]1)[O:14][CH2:13][CH2:12]2.